This data is from the Open Reaction Database (ORD), a public repository of structured organic reaction records. The task is: describe an organic reaction: reactants, conditions, products, and yield Reactants: Cl.COC=1C=C(C=CC1OC)C=1C(C(N(N1)C1CCNCC1)=O)(C)C (5-(3,4-dimethoxyphenyl)-4,4-dimethyl-2-(piperidin-4-yl)-2,4-dihydro-3H-pyrazol-3-one hydrochloride), Cl.COC=1C=C(C=CC1OC)C=1C(C(N(N1)C1CCNCC1)=O)(C)C (5-(3,4-dimethoxyphenyl)-4,4-dimethyl-2-(piperidin-4-yl)-2,4-dihydro-3H-pyrazol-3-one hydrochloride), BrC1=C(C=CC=C1)S(=O)(=O)Cl (2-bromobenzenesulfonyl chloride). Yields the product BrC1=C(C=CC=C1)S(=O)(=O)N1CCC(CC1)N1N=C(C(C1=O)(C)C)C1=CC(=C(C=C1)OC)OC (2-{1[(2-Bromophenyl)sulfonyl]piperidin-4-yl}-5-(3,4-dimethoxyphenyl)-4,4-dimethyl-2,4-dihydro-3H-pyrazol-3-one). Reaction SMILES: Cl.[CH3:2][O:3][C:4]1[CH:5]=[C:6]([C:12]2[C:13]([CH3:25])([CH3:24])[C:14](=[O:23])[N:15]([CH:17]3[CH2:22][CH2:21][NH:20][CH2:19][CH2:18]3)[N:16]=2)[CH:7]=[CH:8][C:9]=1[O:10][CH3:11].[Br:26][C:27]1[CH:32]=[CH:31][CH:30]=[CH:29][C:28]=1[S:33](Cl)(=[O:35])=[O:34]>>[Br:26][C:27]1[CH:32]=[CH:31][CH:30]=[CH:29][C:28]=1[S:33]([N:20]1[CH2:21][CH2:22][CH:17]([N:15]2[C:14](=[O:23])[C:13]([CH3:25])([CH3:24])[C:12]([C:6]3[CH:7]=[CH:8][C:9]([O:10][CH3:11])=[C:4]([O:3][CH3:2])[CH:5]=3)=[N:16]2)[CH2:18][CH2:19]1)(=[O:35])=[O:34] |f:0.1|. Procedure: The title compound is prepared analogously as described for GP1 using 5-(3,4-dimethoxyphenyl)-4,4-dimethyl-2-(piperidin-4-yl)-2,4-dihydro-3H-pyrazol-3-one hydrochloride (compound B1*HCl) and 2-bromobenzenesulfonyl chloride as starting compounds. The crude product is purified by crystallization from methanol to yield the title compound. Starting materials: IC=1C=C(CNC1)C(=O)OC (methyl 5-iodo-1,2-dihydro-3-pyridinecarboxylate), CCN(CC)C=1C=CC=CC1 (diethylaniline), P(=O)(Cl)(Cl)Cl (phosphorus oxychloride). The reagents and catalysts are [Cl-].C(C1=CC=CC=C1)[N+](CC)(CC)CC (benzyltriethylammonium chloride), O (water). The solvent is C(C)#N (acetonitrile). Product: ClC1=NC=C(C=C1C(=O)OC)I (methyl 2-chloro-5-iodo-3-pyridinecarboxylate). The yield is 52.0%. Reaction SMILES: [I:1][C:2]1[CH:3]=[C:4]([C:8]([O:10][CH3:11])=[O:9])[CH2:5][NH:6][CH:7]=1.CCN(C1C=CC=CC=1)CC.P(Cl)(Cl)([Cl:25])=O>[Cl-].C([N+](CC)(CC)CC)C1C=CC=CC=1.C(#N)C.O>[Cl:25][C:5]1[C:4]([C:8]([O:10][CH3:11])=[O:9])=[CH:3][C:2]([I:1])=[CH:7][N:6]=1 |f:3.4|. Procedure: To a mixture containing 2.0 g of methyl 5-iodo-1,2-dihydro-3-pyridinecarboxylate, 1.6 g of diethylaniline, 1.64 g of benzyltriethylammonium chloride and 3.6 ml of distilled phosphorus oxychloride in 100 ml of dry acetonitrile are added 15 drops of water. The mixture is heated under reflux for 18 hours. After cooling the reaction mixture to room temperature, the solvent is removed under reduced pressure and the residue taken up in methylene chloride and extracted with water. The organic solution ... Yields the product ClC1=C(C=C(C=C1)Cl)C(C(=O)O)S (2,5-dichlorophenylthioglycolic acid). The reactants are NC(=S)N (thiourea), ClC1=C(C=C(C=C1)Cl)S (2,5-dichlorothiophenol), ClC1=C(N)C=C(C=C1)Cl (2,5-dichloroaniline), ClCC(=O)O (monochloroacetic acid). As a reaction SMILES: [Cl:1][C:2]1[CH:8]=[CH:7][C:6]([Cl:9])=[CH:5][C:3]=1N.N[C:11](N)=[S:12].ClC1C=CC(Cl)=CC=1S.ClC[C:25]([OH:27])=[O:26]>S([O-])([O-])(=O)=O.[Cu+2]>[Cl:1][C:2]1[CH:8]=[CH:7][C:6]([Cl:9])=[CH:5][C:3]=1[CH:11]([SH:12])[C:25]([OH:27])=[O:26] |f:4.5|. Procedure: the method in which 2,5-dichloroaniline is diazotized and then reacted with thiourea in the presence of copper sulfate and subsequently hydrolyzed to 2,5-dichlorothiophenol, followed by reaction with monochloroacetic acid to yield 2,5-dichlorophenylthioglycolic acid (Ger. Offen. DE3715508), Reagents/catalysts: S(=O)(=O)([O-])[O-].[Cu+2] (copper sulfate).